From a dataset of the Open Reaction Database (ORD), a public repository of structured organic reaction records. describe an organic reaction: reactants, conditions, products, and yield Reactants: NC1=C2CCCC(C2=CC=C1OC)C#N (5-Amino-6-methoxy-1-cyano-(1,2,3,4-tetrahydronaphthalene)), CS(=O)(=O)Cl (methanesulfonyl chloride), N1=CC=CC=C1 (pyridine). Run in O (water). Run at time 4 hour. The product is C(#N)CS(=O)(=O)NC1=C2CCCCC2=CC=C1OC (1-Cyano-6-methoxy-5-methylsulfonylamino-(1,2,3,4-tetrahydronaphthalene)). Isolated yield 80.0%. Reaction SMILES: [NH2:1][C:2]1[C:11]([O:12][CH3:13])=[CH:10][CH:9]=[C:8]2[C:3]=1[CH2:4][CH2:5][CH2:6][CH:7]2C#N.[CH3:16][S:17](Cl)(=[O:19])=[O:18].[N:21]1C=CC=C[CH:22]=1>O>[C:22]([CH2:16][S:17]([NH:1][C:2]1[C:11]([O:12][CH3:13])=[CH:10][CH:9]=[C:8]2[C:3]=1[CH2:4][CH2:5][CH2:6][CH2:7]2)(=[O:19])=[O:18])#[N:21]. Procedure details: A solution of the product from Example 77 (2.5 g) in pyridine (10 ml) was treated with methanesulfonyl chloride (2 ml). After 4 hours stirring at room temperature the reaction was diluted with water and the mixture was filtered and dried affording 2.76 of product (80% yield). The reactants are BrC=1C=CC(=NC1)NC(C)=O (N-(5-Bromo-pyridin-2-yl)-acetamide), CCOC(=O)C (EtOAc). Yields the product CC(=O)N=C1C=CC(=CN1O)Br (N-(5-Bromo-1-oxy-pyridin-2-yl)-acetamide). Reaction SMILES: [Br:1][C:2]1[CH:3]=[CH:4][C:5]([NH:8][C:9](=[O:11])[CH3:10])=[N:6][CH:7]=1.CC[O:14]C(C)=O>>[CH3:10][C:9]([N:8]=[C:5]1[N:6]([OH:14])[CH:7]=[C:2]([Br:1])[CH:3]=[CH:4]1)=[O:11]. Procedure details: Prepared according to the procedure described in EXAMPLE 9, Step 4, but using N-(5-bromo-pyridin-2-yl)-acetamide from Step 1 as starting material. Flash chromatography (EtOAc) afforded the title compound as a white solid.